From a dataset of the Open Reaction Database (ORD), a public repository of structured organic reaction records. describe an organic reaction: reactants, conditions, products, and yield Starting materials: C(CCC)NC(=S)NC1=C(C=CC(=C1)Cl)N1CCOCC1 (1-(n-butyl)-3-(5-chloro-2-morpholinophenyl)thiourea), CI (methyl iodide). The solvent is CC(=O)C (acetone). Yields the product I.CSC(NC1=C(C=CC(=C1)Cl)N1CCOCC1)=NCCCC (2-methyl-1-(5-chloro-2-morpholinophenyl)-3-(n-butyl)-2-thiopseudourea hydroiodide). Reaction SMILES: [CH2:1]([NH:5][C:6]([NH:8][C:9]1[CH:14]=[C:13]([Cl:15])[CH:12]=[CH:11][C:10]=1[N:16]1[CH2:21][CH2:20][O:19][CH2:18][CH2:17]1)=[S:7])[CH2:2][CH2:3][CH3:4].[CH3:22][I:23]>CC(C)=O>[IH:23].[CH3:22][S:7][C:6](=[N:5][CH2:1][CH2:2][CH2:3][CH3:4])[NH:8][C:9]1[CH:14]=[C:13]([Cl:15])[CH:12]=[CH:11][C:10]=1[N:16]1[CH2:21][CH2:20][O:19][CH2:18][CH2:17]1 |f:3.4|. Reported procedure: A mixture of 1-(n-butyl)-3-(5-chloro-2-morpholinophenyl)thiourea (2.6 g), methyl iodide (1.4 g) and acetone (20 ml) was heated under reflux for 3 hours to give 2-methyl-1-(5-chloro-2-morpholinophenyl)-3-(n-butyl)-2-thiopseudourea hydroiodide (m.p. 130°-132° C.). The reactants are Cc1cc(Br)c(Br)cc1[N+](=O)[O-], Oc1ccc(F)cc1F, [K+], [K+], O=C([O-])[O-], O. Yields the product Cc1cc(Oc2ccc(F)cc2F)c(Br)cc1[N+](=O)[O-]. Reaction SMILES: [Br:1][c:2]1[c:3]([Br:12])[cH:4][c:5]([CH3:11])[c:6]([N+:8](=[O:9])[O-:10])[cH:7]1.[F:13][c:14]1[c:15]([OH:21])[cH:16][cH:17][c:18]([F:20])[cH:19]1.[K+:22].[K+:23].[O-:24][C:25]([O-:26])=[O:27].[OH2:28]>>[Br:1][c:2]1[c:3]([O:21][c:15]2[c:14]([F:13])[cH:19][c:18]([F:20])[cH:17][cH:16]2)[cH:4][c:5]([CH3:11])[c:6]([N+:8](=[O:9])[O-:10])[cH:7]1. Reactants: ClC(=O)OCC (ethyl chloroformate), NC=1C=CC(=C(C1)O)NC(=O)OCC1=CC=CC=C1 (5-amino -2-(benzyloxycarbonylamino)phenol), C([O-])([O-])=O.[Ca+2] (calcium carbonate). Run in O1CCOCC1 (dioxane). Product: C(C)OC(=O)NC=1C=CC(=C(C1)O)NC(=O)OCC1=CC=CC=C1 (5-(N-ethoxycarbonylamino)-2-(N-benzyloxycarbonylamino)phenol). RXN SMILES: Cl[C:2]([O:4][CH2:5][CH3:6])=[O:3].[NH2:7][C:8]1[CH:9]=[CH:10][C:11]([NH:15][C:16]([O:18][CH2:19][C:20]2[CH:25]=[CH:24][CH:23]=[CH:22][CH:21]=2)=[O:17])=[C:12]([OH:14])[CH:13]=1.C(=O)([O-])[O-].[Ca+2]>O1CCOCC1>[CH2:5]([O:4][C:2]([NH:7][C:8]1[CH:9]=[CH:10][C:11]([NH:15][C:16]([O:18][CH2:19][C:20]2[CH:25]=[CH:24][CH:23]=[CH:22][CH:21]=2)=[O:17])=[C:12]([OH:14])[CH:13]=1)=[O:3])[CH3:6] |f:2.3|. Procedure details: 0.14 mole (15.7 g) of ethyl chloroformate is slowly added dropwise to 0.13 mole (33 g) of 5-amino -2-(benzyloxycarbonylamino)phenol (prepared in Example 1, 2nd stage) and 7.1 g of calcium carbonate in 100 ml of dioxane brought to 80° C. The mixture is heated for a further 20 minutes after the addition is complete. The reaction mixture is filtered while hot in order to remove the inorganic salts. The expected product is precipitated by diluting the cooled filtrate with ice-cold water. When recrys...